Dataset: the Open Reaction Database (ORD), a public repository of structured organic reaction records. Task: describe an organic reaction: reactants, conditions, products, and yield The reactants are FC1=C(C=CC=C1)N1CCNCC1 (1-(2-fluoro-phenyl)-piperazine), ClC1=CC=C2C(=CNC2=C1)C(=O)O (6-chloro-1H-indole-3-carboxylic acid). Product: ClC1=CC=C2C(=CNC2=C1)C(=O)N1CCN(CC1)C1=C(C=CC=C1)F ((6-Chloro-1H-indol-3-yl)-[4-(2-fluoro-phenyl)-piperazin-1-yl]-methanone). RXN SMILES: [F:1][C:2]1[CH:7]=[CH:6][CH:5]=[CH:4][C:3]=1[N:8]1[CH2:13][CH2:12][NH:11][CH2:10][CH2:9]1.[Cl:14][C:15]1[CH:23]=[C:22]2[C:18]([C:19]([C:24](O)=[O:25])=[CH:20][NH:21]2)=[CH:17][CH:16]=1>>[Cl:14][C:15]1[CH:23]=[C:22]2[C:18]([C:19]([C:24]([N:11]3[CH2:12][CH2:13][N:8]([C:3]4[CH:4]=[CH:5][CH:6]=[CH:7][C:2]=4[F:1])[CH2:9][CH2:10]3)=[O:25])=[CH:20][NH:21]2)=[CH:17][CH:16]=1. Reported procedure: Following general procedure I, the coupling of (commercially available) 1-(2-fluoro-phenyl)-piperazine (described herein) with 6-chloro-1H-indole-3-carboxylic acid gave the title compound. Starting materials: BrB(Br)Br, ClCCl, CO, COc1cccc(CCNS(=O)(=O)C(F)(F)F)c1. The product is O=S(=O)(NCCc1cccc(O)c1)C(F)(F)F. As a reaction SMILES: [B:19]([Br:20])([Br:21])[Br:22].[CH2:25]([Cl:26])[Cl:27].[CH3:23][OH:24].[F:1][C:2]([S:3](=[O:4])(=[O:5])[NH:6][CH2:7][CH2:8][c:9]1[cH:10][c:11]([O:15][CH3:16])[cH:12][cH:13][cH:14]1)([F:17])[F:18]>>[F:1][C:2]([S:3](=[O:4])(=[O:5])[NH:6][CH2:7][CH2:8][c:9]1[cH:10][c:11]([OH:15])[cH:12][cH:13][cH:14]1)([F:17])[F:18]. The reactants are CC1=CC=NC=C1C(=O)O (4-methylnicotinic acid), OS(=O)(=O)O (H2SO4), CO (MeOH). The product is CC1=CC=NC=C1C(=O)OC (methyl 4-methylnicotinate). The yield is 94.0%. Reaction SMILES: [CH3:1][C:2]1[C:7]([C:8]([OH:10])=[O:9])=[CH:6][N:5]=[CH:4][CH:3]=1.OS(O)(=O)=O.[CH3:16]O>>[CH3:1][C:2]1[C:7]([C:8]([O:10][CH3:16])=[O:9])=[CH:6][N:5]=[CH:4][CH:3]=1. Reported procedure: A solution of 4-methylnicotinic acid (2.00 g, 14.6 mmol) and concentrated H2SO4 (4.66 mL, 87.6 mmol) in MeOH (50 mL) was heated at about 60° C. for about 16 h. The reaction was concentrated under reduced pressure then partitioned with EtOAc (150 mL) and saturated aqueous NaHCO3 (200 mL). The organic layer was dried over anhydrous Na2SO4, filtered, and concentrated under reduced pressure to a constant weight to afford methyl 4-methylnicotinate as a clear liquid (2.30 g, 94%): LC/MS (Table 2, Meth... Reactants: FC(C1=CC=C(C=C1)CCC1CCC(CC1)C1CCC(CC1)CCCO)(F)F (3-(4-(4-(2-(4-trifluoromethylphenyl)ethyl)cyclohexyl)cyclohexyl)propanol), C(C)N(CC)S(F)(F)F (diethylaminosulfur trifluoride). Solvent: C(OC)COC (Dimethoxyethane). The product is FCCCC1CCC(CC1)C1CCC(CC1)CCC1=CC=C(C=C1)C(F)(F)F (1-(2-(4-(4-(3-fluoropropyl)cyclohexyl)cyclohexyl)ethyl)-4-trifluoromethylbenzene). Isolated yield 49.5%. As a reaction SMILES: [F:1][C:2]([F:28])([F:27])[C:3]1[CH:8]=[CH:7][C:6]([CH2:9][CH2:10][CH:11]2[CH2:16][CH2:15][CH:14]([CH:17]3[CH2:22][CH2:21][CH:20]([CH2:23][CH2:24][CH2:25]O)[CH2:19][CH2:18]3)[CH2:13][CH2:12]2)=[CH:5][CH:4]=1.C(N(S(F)(F)[F:35])CC)C>C(COC)OC>[F:35][CH2:25][CH2:24][CH2:23][CH:20]1[CH2:21][CH2:22][CH:17]([CH:14]2[CH2:15][CH2:16][CH:11]([CH2:10][CH2:9][C:6]3[CH:7]=[CH:8][C:3]([C:2]([F:28])([F:27])[F:1])=[CH:4][CH:5]=3)[CH2:12][CH2:13]2)[CH2:18][CH2:19]1. Reported procedure: Dimethoxyethane (10 ml) was added to the above 3-(4-(4-(2-(4-trifluoromethylphenyl)ethyl)cyclohexyl)cyclohexyl)propanol (1.20 g, 3.03 mmol), followed by dropwise adding thereto diethylaminosulfur trifluoride (DAST) (1.13 g, 7.01 mmol), refluxing the mixture for 5 hours, extracting the resulting product with toluene, washing the organic layer successively with a saturated, aqueous solution of sodium bicarbonate and water, drying over magnesium sulfate, distilling off the solvent, purifying the re... The reactants are CC(=O)N1CCC(Cc2ccccc2)CC1, O=S(=O)(O)Cl, ClCCl, O. Yields the product CC(=O)N1CCC(Cc2ccc(S(=O)(=O)Cl)cc2)CC1. Reaction SMILES: [C:6]([CH3:7])(=[O:8])[N:9]1[CH2:10][CH2:11][CH:12]([CH2:15][c:16]2[cH:17][cH:18][cH:19][cH:20][cH:21]2)[CH2:13][CH2:14]1.[Cl:1][S:2](=[O:3])(=[O:4])[OH:5].[Cl:23][CH2:24][Cl:25].[OH2:22]>>[Cl:1][S:2](=[O:3])(=[O:5])[c:19]1[cH:18][cH:17][c:16]([CH2:15][CH:12]2[CH2:11][CH2:10][N:9]([C:6]([CH3:7])=[O:8])[CH2:14][CH2:13]2)[cH:21][cH:20]1. Reactants: CC(C)(C)OC(=O)N1CCN(c2nsnc2Cl)CC1, CC(C)(C)CCCC[O-], CC(C)(C)O, CCOC(C)=O, [K+], OCc1ccncc1. Yields the product CC(C)(C)OC(=O)N1CCN(c2nsnc2OCc2ccncc2)CC1. RXN SMILES: [C:1]([CH3:2])([CH3:3])([CH3:4])[O:5][C:6](=[O:7])[N:8]1[CH2:9][CH2:10][N:11]([c:14]2[n:15][s:16][n:17][c:18]2[Cl:19])[CH2:12][CH2:13]1.[C:28]([CH2:29][CH2:30][CH2:31][CH2:32][O-:33])([CH3:34])([CH3:35])[CH3:36].[C:38]([OH:39])([CH3:40])([CH3:41])[CH3:42].[CH3:43][CH2:44][O:45][C:46]([CH3:47])=[O:48].[K+:37].[n:20]1[cH:21][cH:22][c:23]([CH2:26][OH:27])[cH:24][cH:25]1>>[C:1]([CH3:2])([CH3:3])([CH3:4])[O:5][C:6](=[O:7])[N:8]1[CH2:9][CH2:10][N:11]([c:14]2[n:15][s:16][n:17][c:18]2[O:27][CH2:26][c:23]2[cH:22][cH:21][n:20][cH:25][cH:24]2)[CH2:12][CH2:13]1. Reactants: CCOC(=O)c1c(C)n(C)c(-c2ccc(Cl)cc2)cc1=O, [Na+], [OH-], O. Yields the product Cc1c(C(=O)O)c(=O)cc(-c2ccc(Cl)cc2)n1C. As a reaction SMILES: [Cl:3][c:4]1[cH:5][cH:6][c:7](-[c:10]2[n:11]([CH3:23])[c:12]([CH3:22])[c:13]([C:14](=[O:15])[O:16][CH2:17][CH3:18])[c:19](=[O:21])[cH:20]2)[cH:8][cH:9]1.[Na+:2].[OH-:1].[OH2:24]>>[Cl:3][c:4]1[cH:5][cH:6][c:7](-[c:10]2[n:11]([CH3:23])[c:12]([CH3:22])[c:13]([C:14](=[O:15])[OH:16])[c:19](=[O:21])[cH:20]2)[cH:8][cH:9]1.